describe an organic reaction: reactants, conditions, products, and yield From a dataset of the Open Reaction Database (ORD), a public repository of structured organic reaction records. Reactants: O=C1NOC(=C1)[C@H]1C[C@H](N(CC1)C(=O)OC)CC1=CC(=CC=C1)C(F)(F)F ((2S,4R)-Methyl 4-(3-oxo-2,3-dihydroisoxazol-5-yl)-2-(3-(trifluoromethyl)benzyl)piperidine-1-carboxylate), Br (hydrogen bromide). Reaction conditions: time 41 hour. Yields the product FC(C=1C=C(C[C@H]2NCC[C@H](C2)C2=CC(NO2)=O)C=CC1)(F)F (5-((2S,4R)-2-(3-(trifluoromethyl)benzyl)piperidin-4-yl)isoxazol-3(2H)-one). Isolated yield 67.5%. RXN SMILES: [O:1]=[C:2]1[CH:6]=[C:5]([C@@H:7]2[CH2:12][CH2:11][N:10](C(OC)=O)[C@H:9]([CH2:17][C:18]3[CH:23]=[CH:22][CH:21]=[C:20]([C:24]([F:27])([F:26])[F:25])[CH:19]=3)[CH2:8]2)[O:4][NH:3]1.Br>>[F:26][C:24]([F:25])([F:27])[C:20]1[CH:19]=[C:18]([CH:23]=[CH:22][CH:21]=1)[CH2:17][C@@H:9]1[CH2:8][C@H:7]([C:5]2[O:4][NH:3][C:2](=[O:1])[CH:6]=2)[CH2:12][CH2:11][NH:10]1. Procedure: (2S,4R)-Methyl 4-(3-oxo-2,3-dihydroisoxazol-5-yl)-2-(3-(trifluoromethyl)benzyl)piperidine-1-carboxylate (0.64 g, 1.67 mmol) (from example 107, step 3) was dissolved in hydrogen bromide (33% in acetic acid, 5 mL, 71.37 mmol) and stirred at room temperature for 41 h. Reaction mixture was evaporated and restarted under the same conditions. After 28 h solvents evaporated and the residue purified by preparative HPLC (Instrument: FractionLynx I, Mobilphase: gradient 5-95% MeCN in 0.2% NH3, pH10, Colum... Reactants: Cl (HCl), COC([C@@H](CC=1C=C2C=CN=C(C2=CC1OC(F)(F)F)NC(C1=CC=CC=C1)(C1=CC=CC=C1)C1=CC=CC=C1)N1C([C@H](CC1)NC(=O)OC(C)(C)C)=O)=O ((R)-2-((S)-3-tert-Butoxycarbonylamino-2-oxo-pyrrolidin-1-yl)-3-[7-trifluoromethoxy-1-(trityl-amino)-isoquinolin-6-yl]-propionic acid methyl ester). Run in C(Cl)Cl (CH2Cl2). Run at time 3 hour. The product is Cl.Cl.COC([C@@H](CC=1C=C2C=CN=C(C2=CC1OC(F)(F)F)N)N1C([C@H](CC1)N)=O)=O ((R)-3-(1-Amino-7-trifluoromethoxy-isoquinolin-6-yl)-2-((S)-3-amino-2-oxo-pyrrolidin-1-yl)-propionic acid methyl ester bishydrochloride). Reaction SMILES: [CH3:1][O:2][C:3](=[O:55])[C@H:4]([N:41]1[CH2:45][CH2:44][C@H:43]([NH:46]C(OC(C)(C)C)=O)[C:42]1=[O:54])[CH2:5][C:6]1[CH:7]=[C:8]2[C:13](=[CH:14][C:15]=1[O:16][C:17]([F:20])([F:19])[F:18])[C:12]([NH:21]C(C1C=CC=CC=1)(C1C=CC=CC=1)C1C=CC=CC=1)=[N:11][CH:10]=[CH:9]2.[ClH:56]>C(Cl)Cl>[ClH:56].[ClH:56].[CH3:1][O:2][C:3](=[O:55])[C@H:4]([N:41]1[CH2:45][CH2:44][C@H:43]([NH2:46])[C:42]1=[O:54])[CH2:5][C:6]1[CH:7]=[C:8]2[C:13](=[CH:14][C:15]=1[O:16][C:17]([F:19])([F:20])[F:18])[C:12]([NH2:21])=[N:11][CH:10]=[CH:9]2 |f:3.4.5|. Procedure details: To 1.09 g (1.45 mmol) of (R)-2-((S)-3-tert-Butoxycarbonylamino-2-oxo-pyrrolidin-1-yl)-3-[7-trifluoromethoxy-1-(trityl-amino)-isoquinolin-6-yl]-propionic acid methyl ester, dissolved in 6 ml abs. CH2Cl2, 1.7 ml (6 eq) etheric HCl-solution are added at 0° C. The reaction mixture is stirred for 3 h at this temperature. After warming up to r.t., the solid product is isolated by filtration: 588 mg are obtained. Starting materials: CN(C)C[C@@H]1CC[C@H](CC1)NC(OC(C)(C)C)=O (tert-butyl trans-4-[(dimethylamino)methyl]cyclohexylcarbamate). Solvent: Cl (hydrochloric acid). Yields the product CN(C)C[C@@H]1CC[C@H](CC1)N (trans-4-[(Dimethylamino)methyl]cyclohexanamine). The yield is 148.8%. As a reaction SMILES: [CH3:1][N:2]([CH2:4][C@H:5]1[CH2:10][CH2:9][C@H:8]([NH:11]C(=O)OC(C)(C)C)[CH2:7][CH2:6]1)[CH3:3]>Cl>[CH3:3][N:2]([CH2:4][C@H:5]1[CH2:10][CH2:9][C@H:8]([NH2:11])[CH2:7][CH2:6]1)[CH3:1]. Reported procedure: Following general procedure A-1, tert-butyl trans-4-[(dimethylamino)methyl]cyclohexylcarbamate (1.1 g, 4.30 mmol) was reacted with 3 M hydrochloric acid (10 mL) to afford the desired product (1.0 g, >99%) as a glass: ESI MS m/z 230 [C9H20N2+H]+. The reactants are N1=C(C=CC=C1)N(C(=O)C=1C=CC2=C(N=C(S2)CNC2=CC=C(C=C2)C#N)C1)CC(=O)OCC (2-[N-(4-cyanophenyl)aminomethyl]benzothiazol-5-yl-carboxylic acid-N-(2-pyridyl)-N-(ethoxycarbonylmethyl)amide), Cl (hydrochloric acid), C(C)O (ethanol), C([O-])([O-])=O.[NH4+].[NH4+] (ammonium carbonate), C25H24N6O3S. Reagents/catalysts: C(C)(=O)O (acetic acid). Solvent: C(Cl)Cl.C(C)O (methylene chloride ethanol). Yields the product Cl.Cl.N1=C(C=CC=C1)N(C(=O)C=1C=CC2=C(N=C(S2)CNC2=CC=C(C=C2)C(N)=N)C1)CC(=O)OCC (2-[N-(4-amidinophenyl)aminomethyl]benzothiazol-5-yl-carboxylic acid-N-(2-pyridyl)-N-(ethoxycarbonylmethyl)amide dihydrochloride). Isolated yield 68.0%. As a reaction SMILES: [N:1]1[CH:6]=[CH:5][CH:4]=[CH:3][C:2]=1[N:7]([CH2:29][C:30]([O:32][CH2:33][CH3:34])=[O:31])[C:8]([C:10]1[CH:11]=[CH:12][C:13]2[S:17][C:16]([CH2:18][NH:19][C:20]3[CH:25]=[CH:24][C:23]([C:26]#[N:27])=[CH:22][CH:21]=3)=[N:15][C:14]=2[CH:28]=1)=[O:9].[ClH:35].C(O)C.C(=O)([O-])[O-].[NH4+:43].[NH4+]>C(O)(=O)C.C(Cl)Cl.C(O)C>[ClH:35].[ClH:35].[N:1]1[CH:6]=[CH:5][CH:4]=[CH:3][C:2]=1[N:7]([CH2:29][C:30]([O:32][CH2:33][CH3:34])=[O:31])[C:8]([C:10]1[CH:11]=[CH:12][C:13]2[S:17][C:16]([CH2:18][NH:19][C:20]3[CH:25]=[CH:24][C:23]([C:26](=[NH:43])[NH2:27])=[CH:22][CH:21]=3)=[N:15][C:14]=2[CH:28]=1)=[O:9] |f:3.4.5,7.8,9.10.11|. Reported procedure: Prepared analogously to Example 9 from 2-[N-(4-cyanophenyl)aminomethyl]benzothiazol-5-yl-carboxylic acid-N-(2-pyridyl)-N-(ethoxycarbonylmethyl)amide, ethanolic hydrochloric acid, ethanol, and ammonium carbonate. Yield: 68% of theory, C25H24N6O3S (488.57); Rf value: 0.14 (silica gel; methylene chloride/ethanol=4:1+a few drops of acetic acid); EKA mass spectrum: (M+H)+=489. The reactants are CC1CCc2cc(CCOc3ccc(N=C=O)cc3)ccc2O1, CNC, Cc1ccccc1. Yields the product CC1CCc2cc(CCOc3ccc(NC(=O)N(C)C)cc3)ccc2O1. Reaction SMILES: [CH3:1][CH:2]1[O:3][c:4]2[c:5]([cH:8][c:9]([CH2:12][CH2:13][O:14][c:15]3[cH:16][cH:17][c:18]([N:21]=[C:22]=[O:23])[cH:19][cH:20]3)[cH:10][cH:11]2)[CH2:6][CH2:7]1.[CH3:24][NH:25][CH3:26].[CH3:27][c:28]1[cH:29][cH:30][cH:31][cH:32][cH:33]1>>[CH3:1][CH:2]1[O:3][c:4]2[c:5]([cH:8][c:9]([CH2:12][CH2:13][O:14][c:15]3[cH:16][cH:17][c:18]([NH:21][C:22](=[O:23])[N:25]([CH3:24])[CH3:26])[cH:19][cH:20]3)[cH:10][cH:11]2)[CH2:6][CH2:7]1.